The task is: describe an organic reaction: reactants, conditions, products, and yield. This data is from the Open Reaction Database (ORD), a public repository of structured organic reaction records. Reactants: C[O-], CO, ClCc1ccc2ccccc2n1, [Na+], CC(C(=O)O)c1ccc2cc(O)ccc2c1. Yields the product CC(C(=O)O)c1ccc2cc(OCc3ccc4ccccc4n3)ccc2c1. RXN SMILES: [CH3:17][O-:18].[CH3:32][OH:33].[Cl:20][CH2:21][c:22]1[n:23][c:24]2[cH:25][cH:26][cH:27][cH:28][c:29]2[cH:30][cH:31]1.[Na+:19].[OH:1][c:2]1[cH:3][c:4]2[cH:5][cH:6][c:7]([CH:12]([C:13](=[O:14])[OH:15])[CH3:16])[cH:8][c:9]2[cH:10][cH:11]1>>[O:1]([c:2]1[cH:3][c:4]2[cH:5][cH:6][c:7]([CH:12]([C:13](=[O:14])[OH:15])[CH3:16])[cH:8][c:9]2[cH:10][cH:11]1)[CH2:21][c:22]1[n:23][c:24]2[cH:25][cH:26][cH:27][cH:28][c:29]2[cH:30][cH:31]1.